From a dataset of the Open Reaction Database (ORD), a public repository of structured organic reaction records. describe an organic reaction: reactants, conditions, products, and yield Reactants: C(C)(C)NC=1C(=NC=CC1)N1CCN(CC1)C(=O)C1=CC=C(C(=O)N2CCNCC2)C=C1 (1-[4-[1-[3-(isopropylamino)-2-pyridyl]piperazin-4-yl-carbonyl]benzoyl]piperazine), BrCC(CO)O (3-bromo-1,2-propanediol). The product is OC(CN1CCN(CC1)C(C1=CC=C(C=C1)C(=O)N1CCN(CC1)C1=NC=CC=C1NC(C)C)=O)CO (4-(2,3-Dihydroxypropyl)-1-[4-[1-[3-(isopropylamino)-2-pyridyl]piperazin-4-yl-carbonyl]benzoyl]piperazine). The yield is 71.0%. Reaction SMILES: [CH:1]([NH:4][C:5]1[C:6]([N:11]2[CH2:16][CH2:15][N:14]([C:17]([C:19]3[CH:32]=[CH:31][C:22]([C:23]([N:25]4[CH2:30][CH2:29][NH:28][CH2:27][CH2:26]4)=[O:24])=[CH:21][CH:20]=3)=[O:18])[CH2:13][CH2:12]2)=[N:7][CH:8]=[CH:9][CH:10]=1)([CH3:3])[CH3:2].Br[CH2:34][CH:35]([OH:38])[CH2:36][OH:37]>>[OH:38][CH:35]([CH2:36][OH:37])[CH2:34][N:28]1[CH2:27][CH2:26][N:25]([C:23](=[O:24])[C:22]2[CH:21]=[CH:20][C:19]([C:17]([N:14]3[CH2:15][CH2:16][N:11]([C:6]4[C:5]([NH:4][CH:1]([CH3:3])[CH3:2])=[CH:10][CH:9]=[CH:8][N:7]=4)[CH2:12][CH2:13]3)=[O:18])=[CH:32][CH:31]=2)[CH2:30][CH2:29]1. Reported procedure: By the same procedure as described in the example 23, synthesis was carried out starting with 1-[4-[1-[3-(isopropylamino)-2-pyridyl]piperazin-4-yl-carbonyl]benzoyl]piperazine and using 3-bromo-1,2-propanediol. Then, the product was recrystallized using isopropanol and isopropyl ether to give the desired compound. The reactants are O=C1CCC(=O)N1Br, ClCCl, CCCCC12CCC(=O)C=C1c1cc(F)c(N)c(Cl)c1C2. The product is CCCCC12CCC(=O)C(Br)=C1c1cc(F)c(N)c(Cl)c1C2. As a reaction SMILES: [Br:22][N:23]1[C:24](=[O:25])[CH2:26][CH2:27][C:28]1=[O:29].[Cl:30][CH2:31][Cl:32].[NH2:1][c:2]1[c:3]([F:21])[cH:4][c:5]2[c:13]([c:14]1[Cl:15])[CH2:12][C:11]1([CH2:16][CH2:17][CH2:18][CH3:19])[C:6]2=[CH:7][C:8](=[O:20])[CH2:9][CH2:10]1>>[NH2:1][c:2]1[c:3]([F:21])[cH:4][c:5]2[c:13]([c:14]1[Cl:15])[CH2:12][C:11]1([CH2:16][CH2:17][CH2:18][CH3:19])[C:6]2=[C:7]([Br:22])[C:8](=[O:20])[CH2:9][CH2:10]1. The reactants are [OH-].[Na+] (sodium hydroxide), ClC1=CC(=C(C=C1)C1=NC(=NC(=C1C(C(=O)OC)CCC)C)C1=CC=CC=C1)OC (methyl 2-(4-(4-chloro-2-methoxyphenyl)-6-methyl-2-phenylpyrimidin-5-yl)pentanoate). Run in CO (methanol). Conditions: temperature 60 celsius. Yields the product ClC1=CC(=C(C=C1)C1=NC(=NC(=C1C(C(=O)O)CCC)C)C1=CC=CC=C1)OC (2-(4-(4-chloro-2-methoxyphenyl)-6-methyl-2-phenylpyrimidin-5-yl)pentanoic acid). Isolated yield 78.9%. As a reaction SMILES: [OH-].[Na+].[Cl:3][C:4]1[CH:9]=[CH:8][C:7]([C:10]2[C:15]([CH:16]([CH2:21][CH2:22][CH3:23])[C:17]([O:19]C)=[O:18])=[C:14]([CH3:24])[N:13]=[C:12]([C:25]3[CH:30]=[CH:29][CH:28]=[CH:27][CH:26]=3)[N:11]=2)=[C:6]([O:31][CH3:32])[CH:5]=1>CO>[Cl:3][C:4]1[CH:9]=[CH:8][C:7]([C:10]2[C:15]([CH:16]([CH2:21][CH2:22][CH3:23])[C:17]([OH:19])=[O:18])=[C:14]([CH3:24])[N:13]=[C:12]([C:25]3[CH:26]=[CH:27][CH:28]=[CH:29][CH:30]=3)[N:11]=2)=[C:6]([O:31][CH3:32])[CH:5]=1 |f:0.1|. Procedure: A solution of sodium hydroxide 10N (0.2 mL; 2 mmol) was added to a mixture of methyl 2-(4-(4-chloro-2-methoxyphenyl)-6-methyl-2-phenylpyrimidin-5-yl)pentanoate (0.063 g; 0.148 mmol) in methanol (2 mL). The mixture was heated at 60° C. in a sealed tube for 18 h and then concentrated under reduced pressure. The residue was dissolved in water and the pH of the solution was adjusted between 2 and 3 by addition of a solution of hydrochloric acid 6N until a precipitate formed. The precipitate was coll... Starting materials: N1(CCC1)C1=NC=NN2C1=C(N=C2C)C=2C=NN(C2)C (4-(Azetidin-1-yl)-7-methyl-5-(1-methyl-1H-pyrazol-4-yl)imidazo[5,1-f][1,2,4]triazine), BrC1=NC=C(C=C1)C(F)(F)F (2-bromo-5-(trifluoromethyl)pyridine), C([O-])([O-])=O.[K+].[K+] (potassium carbonate). The reagents and catalysts are [CH2-]C=C.[CH2-]C=C.Cl[Pd+].Cl[Pd+] (allylpalladium(II) chloride dimer). Solvent: CCCCCCC (heptane). Conditions: temperature 102 celsius, time 1 hour. Yields the product N1(CCC1)C1=NC=NN2C1=C(N=C2C)C=2C=NN(C2C2=NC=C(C=C2)C(F)(F)F)C (4-(azetidin-1-yl)-7-methyl-5-{1-methyl-5-[5-(trifluoromethyl)pyridin-2-yl]-1H-pyrazol-4-yl}imidazo[5,1-f][1,2,4]triazine). RXN SMILES: [N:1]1([C:5]2[C:10]3=[C:11]([C:15]4[CH:16]=[N:17][N:18]([CH3:20])[CH:19]=4)[N:12]=[C:13]([CH3:14])[N:9]3[N:8]=[CH:7][N:6]=2)[CH2:4][CH2:3][CH2:2]1.Br[C:22]1[CH:27]=[CH:26][C:25]([C:28]([F:31])([F:30])[F:29])=[CH:24][N:23]=1.C(=O)([O-])[O-].[K+].[K+]>[CH2-]C=C.[CH2-]C=C.Cl[Pd+].Cl[Pd+].CCCCCCC>[N:1]1([C:5]2[C:10]3=[C:11]([C:15]4[CH:16]=[N:17][N:18]([CH3:20])[C:19]=4[C:22]4[CH:27]=[CH:26][C:25]([C:28]([F:31])([F:30])[F:29])=[CH:24][N:23]=4)[N:12]=[C:13]([CH3:14])[N:9]3[N:8]=[CH:7][N:6]=2)[CH2:4][CH2:3][CH2:2]1 |f:2.3.4,5.6.7.8|. Reported procedure: 4-(Azetidin-1-yl)-7-methyl-5-(1-methyl-1H-pyrazol-4-yl)imidazo[5,1-f][1,2,4]triazine (10.0 g, 37.1 mmol), 2-bromo-5-(trifluoromethyl)pyridine (16.8 g, 74.3 mmol) and ground potassium carbonate (15.4 g, 111 mmol) were combined in a reaction flask, purged with nitrogen, and treated with degassed 1,4-dioxane (600 mL). To this mixture was added allylpalladium(II) chloride dimer (693 mg, 1.86 mmol), and the system was again purged with nitrogen. The reaction was heated to 102° C. for 36 hours, then c... Reported procedure: To a stirred suspension of 740 g. of Celite diatomaceous earth and 396 g. of chromium trioxide-dipyridine complex (Collins' reagent) in 4 l. of anhydrous methylene chloride, cooled to 0°C is added dropwise a solution of 58 g. of 4-(tetrahydropyran-2-yloxy)phenylethanol in 3 l. of anhydrous methylene chloride, maintaining the temperature of the reaction mixture at 0°-5°C. After completion of the addition, the reaction mixture is stirred for 30 minutes further at 0°C, 396 g. of sodium bisulfate ar... RXN SMILES: [O:1]1[CH2:6][CH2:5][CH2:4][CH2:3][CH:2]1[O:7][C:8]1[CH:13]=[CH:12][C:11]([CH:14](O)[CH3:15])=[CH:10][CH:9]=1.S(=O)(=O)(O)[O-:18].[Na+]>C(Cl)Cl>[O:1]1[CH2:6][CH2:5][CH2:4][CH2:3][CH:2]1[O:7][C:8]1[CH:13]=[CH:12][C:11]([CH2:14][CH:15]=[O:18])=[CH:10][CH:9]=1 |f:1.2|. Starting materials: chromium trioxide dipyridine, O1C(CCCC1)OC1=CC=C(C=C1)C(C)O (4-(tetrahydropyran-2-yloxy)phenylethanol), S([O-])(O)(=O)=O.[Na+] (sodium bisulfate). Product: O1C(CCCC1)OC1=CC=C(C=C1)CC=O (4-(tetrahydropyran-2-yloxy)phenylacetaldehyde). The solvent is C(Cl)Cl (methylene chloride), C(Cl)Cl (methylene chloride). Reaction conditions: temperature 0 celsius, time 30 minute. The reactants are CCOC(OCC)C(=O)Cl, NCc1ccccc1. The product is CCOC(OCC)C(=O)NCc1ccccc1. Reaction SMILES: [CH2:1]([CH3:2])[O:3][CH:4]([C:5](=[O:6])[Cl:7])[O:8][CH2:9][CH3:10].[NH2:11][CH2:12][c:13]1[cH:14][cH:15][cH:16][cH:17][cH:18]1>>[CH2:1]([CH3:2])[O:3][CH:4]([C:5](=[O:6])[NH:11][CH2:12][c:13]1[cH:14][cH:15][cH:16][cH:17][cH:18]1)[O:8][CH2:9][CH3:10]. Starting materials: [OH-].[Na+] (sodium hydroxide), COC1=C(C=CC(=C1)OC)S(=O)(=O)Cl (2,4-dimethoxy-benzenesulfonyl chloride), S(=O)([O-])[O-].[Na+].[Na+] (sodium sulfite), S(=O)(=O)(Cl)Cl (sulfonyl chloride), ice. Yields the product COC1=C(C=CC(=C1)OC)S(=O)O (2,4-dimethoxybenzenesulfinic acid). As a reaction SMILES: [CH3:1][O:2][C:3]1[CH:8]=[C:7]([O:9][CH3:10])[CH:6]=[CH:5][C:4]=1[S:11](Cl)(=[O:13])=[O:12].S([O-])([O-])=O.[Na+].[Na+].[OH-].[Na+].S(Cl)(Cl)(=O)=O>>[CH3:1][O:2][C:3]1[CH:8]=[C:7]([O:9][CH3:10])[CH:6]=[CH:5][C:4]=1[S:11]([OH:13])=[O:12] |f:1.2.3,4.5|. Reported procedure: Next, a mixture containing 35.8 g (0.15 moles) of 2,4-dimethoxy-benzenesulfonyl chloride and 56 g (0.45 moles) of sodium sulfite is shaken for 3 hours with 100 g of ice until complete solution is obtained. The solution is maintained alkaline by adding 5% sodium hydroxide (to prevent formation of sulfur dioxide) and kept cold by adding additional ice (higher temperatures may cause hydrolysis of the sulfonyl chloride). At the end of 3 hours unreacted 2,4-dimethoxybenzenesulfonyl chloride can be fi... Starting materials: CC1=NC2=CC=CC=C2C(=N1)OC (2-methyl-4-methoxy-quinazoline), BrN1C(CCC1=O)=O (N-bromosuccinimide), BrCC=1C=C2N=CC=NC2=CC1 (6-bromomethylquinoxaline), CC=1C=C2N=CC=NC2=CC1 (6-methylquinoxaline). The solvent is C(Cl)(Cl)(Cl)Cl (carbon tetrachloride). Yields the product BrCC1=NC2=CC=CC=C2C(=N1)OC (2-bromomethyl-4-methoxy-quinazoline). RXN SMILES: [CH3:1][C:2]1[N:11]=[C:10]([O:12][CH3:13])[C:9]2[C:4](=[CH:5][CH:6]=[CH:7][CH:8]=2)[N:3]=1.[Br:14]N1C(=O)CCC1=O.BrCC1C=C2C(=CC=1)N=CC=N2.CC1C=C2C(=CC=1)N=CC=N2>C(Cl)(Cl)(Cl)Cl>[Br:14][CH2:1][C:2]1[N:11]=[C:10]([O:12][CH3:13])[C:9]2[C:4](=[CH:5][CH:6]=[CH:7][CH:8]=2)[N:3]=1. Procedure details: By brominating 2-methyl-4-methoxy-quinazoline [Recl. Trav. Chim. Pays-Bas 76, 401 (1957)] with N-bromosuccinimide in carbon tetrachloride in an analogous manner to the procedure described for the preparation of 6-bromomethylquinoxaline [J. Het. Chem. 11, 595(1974)] from 6-methylquinoxaline there was obtained 2-bromomethyl-4-methoxy-quinazoline as a light yellow solid; MS: 252, 254 (M)+. Reactants: C(CCC)C1=NC2=C(N1CC1=CC=C(C=C1)C=1C(=CC=CC1)C(=O)OCC)C=C(C=C2)N(C(=O)NC2CCCCC2)CCCCCCCC (ethyl 4'-[(2-n-butyl-6-(N-(cyclohexylamino-carbonyl)-n-octylamino)-benzimidazol-1-yl)-methyl)bi-phenyl-2-carboxylate). The solvent is C(C)O (ethanol). The product is C(CCC)C1=NC2=C(N1CC1=CC=C(C=C1)C=1C(=CC=CC1)C(=O)O)C=C(C=C2)N(C(=O)NC2CCCCC2)CCCCCCCC (4'-[(2-n-Butyl-6-(N-(cyclohexylaminocarbonyl)-n-octylamino)-benzimidazol-1-yl)-methyl]biphenyl-2-carboxylic acid). As a reaction SMILES: [CH2:1]([C:5]1[N:9]([CH2:10][C:11]2[CH:16]=[CH:15][C:14]([C:17]3[C:18]([C:23]([O:25]CC)=[O:24])=[CH:19][CH:20]=[CH:21][CH:22]=3)=[CH:13][CH:12]=2)[C:8]2[CH:28]=[C:29]([N:32]([CH2:42][CH2:43][CH2:44][CH2:45][CH2:46][CH2:47][CH2:48][CH3:49])[C:33]([NH:35][CH:36]3[CH2:41][CH2:40][CH2:39][CH2:38][CH2:37]3)=[O:34])[CH:30]=[CH:31][C:7]=2[N:6]=1)[CH2:2][CH2:3][CH3:4]>C(O)C>[CH2:1]([C:5]1[N:9]([CH2:10][C:11]2[CH:12]=[CH:13][C:14]([C:17]3[C:18]([C:23]([OH:25])=[O:24])=[CH:19][CH:20]=[CH:21][CH:22]=3)=[CH:15][CH:16]=2)[C:8]2[CH:28]=[C:29]([N:32]([CH2:42][CH2:43][CH2:44][CH2:45][CH2:46][CH2:47][CH2:48][CH3:49])[C:33]([NH:35][CH:36]3[CH2:37][CH2:38][CH2:39][CH2:40][CH2:41]3)=[O:34])[CH:30]=[CH:31][C:7]=2[N:6]=1)[CH2:2][CH2:3][CH3:4]. Procedure details: Prepared in analogous manner to Example 72 from ethyl 4'-[(2-n-butyl-6-(N-(cyclohexylamino-carbonyl)-n-octylamino)-benzimidazol-1-yl)-methyl)bi-phenyl-2-carboxylate in ethanol/2N sodium hydroxide solution. The reactants are CCO, O=C(CNCCO)N1CCc2ccccc2C1C1CCCCC1, C1CCC2(CC1)CO2, O. Product: O=C(CN(CCO)CC1(O)CCCCC1)N1CCc2ccccc2C1C1CCCCC1. RXN SMILES: [CH3:33][CH2:34][OH:35].[CH:1]1([CH:7]2[N:8]([C:17]([CH2:18][NH:19][CH2:20][CH2:21][OH:22])=[O:23])[CH2:9][CH2:10][c:11]3[cH:12][cH:13][cH:14][cH:15][c:16]32)[CH2:2][CH2:3][CH2:4][CH2:5][CH2:6]1.[O:24]1[CH2:25][C:26]12[CH2:27][CH2:28][CH2:29][CH2:30][CH2:31]2.[OH2:32]>>[CH:1]1([CH:7]2[N:8]([C:17]([CH2:18][N:19]([CH2:20][CH2:21][OH:22])[CH2:25][C:26]3([OH:24])[CH2:27][CH2:28][CH2:29][CH2:30][CH2:31]3)=[O:23])[CH2:9][CH2:10][c:11]3[cH:12][cH:13][cH:14][cH:15][c:16]32)[CH2:2][CH2:3][CH2:4][CH2:5][CH2:6]1.